This data is from the Open Reaction Database (ORD), a public repository of structured organic reaction records. The task is: describe an organic reaction: reactants, conditions, products, and yield Starting materials: ClCCl, COc1ccc(C2=NOC(CCC=O)C2)cc1OC, c1ccc(N2CCNCC2)cc1. Product: COc1ccc(C2=NOC(CCCN3CCN(c4ccccc4)CC3)C2)cc1OC. Reaction SMILES: [CH2:32]([Cl:33])[Cl:34].[CH3:1][O:2][c:3]1[cH:4][c:5]([C:11]2=[N:12][O:13][CH:14]([CH2:16][CH2:17][CH:18]=[O:19])[CH2:15]2)[cH:6][cH:7][c:8]1[O:9][CH3:10].[c:20]1([N:26]2[CH2:27][CH2:28][NH:29][CH2:30][CH2:31]2)[cH:21][cH:22][cH:23][cH:24][cH:25]1>>[CH3:1][O:2][c:3]1[cH:4][c:5]([C:11]2=[N:12][O:13][CH:14]([CH2:16][CH2:17][CH2:18][N:29]3[CH2:28][CH2:27][N:26]([c:20]4[cH:21][cH:22][cH:23][cH:24][cH:25]4)[CH2:31][CH2:30]3)[CH2:15]2)[cH:6][cH:7][c:8]1[O:9][CH3:10]. Starting materials: S (hydrogen sulphide), S (hydrogen sulphide), C[O-].[Na+] (sodium methylate), [Na] (sodium), COC(C=CCCCCCC)=O (2-nonenoic acid methyl ester). Run in CO (methanol). Yields the product COC(CC(CCCCCC)S)=O (3-mercaptononanoic acid methyl ester). Reaction SMILES: C[O-].[Na+].[Na].[CH3:5][O:6][C:7](=[O:16])[CH:8]=[CH:9][CH2:10][CH2:11][CH2:12][CH2:13][CH2:14][CH3:15].[SH2:17]>CO>[CH3:5][O:6][C:7](=[O:16])[CH2:8][CH:9]([SH:17])[CH2:10][CH2:11][CH2:12][CH2:13][CH2:14][CH3:15] |f:0.1,^1:3|. Reported procedure: A sodium methylate solution is freshly prepared from 0.3 g of sodium and 5 ml of methanol. 10 g of 2-nonenoic acid methyl ester are added to this solution and the mixture is cooled to -70°. After reaching this temperature, 20 ml of hydrogen sulphide are condensed in and the whole batch is transferred into a pre-cooled autoclave. The pressure-vessel is sealed and immediately heated at 50° in an oil-bath for 3 hours. The autoclave is subsequently cooled to room temperature, the excess hydrogen sul... Reactants: C(#N)C1=C(C=C(CN(CC(=O)OC(C)(C)C)C)C=C1)Cl (tert-butyl 2-((4-cyano-3-chlorobenzyl)(methyl)amino)acetate), NO (hydroxylamine). Run in C(C)O (ethanol). The product is ClC=1C=C(CN(CC(=O)OC(C)(C)C)C)C=CC1C(N)=NO (tert-butyl 2-((3-chloro-4-(N′-hydroxycarbamimidoyl)benzyl)(methyl)amino)acetate). Reaction SMILES: [C:1]([C:3]1[CH:19]=[CH:18][C:6]([CH2:7][N:8]([CH3:17])[CH2:9][C:10]([O:12][C:13]([CH3:16])([CH3:15])[CH3:14])=[O:11])=[CH:5][C:4]=1[Cl:20])#[N:2].[NH2:21][OH:22]>C(O)C>[Cl:20][C:4]1[CH:5]=[C:6]([CH:18]=[CH:19][C:3]=1[C:1](=[N:21][OH:22])[NH2:2])[CH2:7][N:8]([CH3:17])[CH2:9][C:10]([O:12][C:13]([CH3:15])([CH3:14])[CH3:16])=[O:11]. Procedure: A solution of tert-butyl 2-((4-cyano-3-chlorobenzyl)(methyl)amino)acetate (1.95 g, 6.60 mmol) and 50% aqueous hydroxylamine (2.02 mL) in ethanol (10 mL) was heated at 80° C. for 5 hours. The solvent was evaporated in vacuo. The residue was partitioned between DCM and water. The organic phase was poured through a hydrophobic frit and evaporated in vacuo to afford the title compound (2.16 g, quantitative). 1H NMR (CDCl3, 400 MHz) δ 7.48-7.42 (2H, m), 7.28 (1H, m), 4.97 (2H, s), 3.69 (2H, s), 3.18 ... Starting materials: C(C)(=O)N(C1=CC=C(C=C1)C=1N=C2N(C3=C(NC4=C2C=CC=C4)N=CC=C3)C1C1=CC=C(C=C1)C1(CCC1)NC(OC(C)(C)C)=O)C (tert-Butyl {1-[4-(2-{4-[acetyl(methyl)amino]phenyl}-9H-imidazo[1,2-d]pyrido[2,3-b][1,4]benzodiazepin-3-yl)phenyl]cyclobutyl}carbamate), Cl.O1CCOCC1 (HCl dioxane). Solvent: CO (MeOH). Conditions: time 20.5 hour. Yields the product Cl.Cl.Cl.NC1(CCC1)C1=CC=C(C=C1)C1=C(N=C2N1C1=C(NC3=C2C=CC=C3)N=CC=C1)C1=CC=C(C=C1)N(C(C)=O)C (N-(4-{3-[4-(1-aminocyclobutyl)phenyl]-9H-imidazo[1,2-d]pyrido[2,3-b][1,4]benzodiazepin-2-yl}phenyl)-N-methylacetamide trihydrochloride). The yield is 93.0%. RXN SMILES: [C:1]([N:4]([CH3:47])[C:5]1[CH:10]=[CH:9][C:8]([C:11]2[N:12]=[C:13]3[C:19]4[CH:20]=[CH:21][CH:22]=[CH:23][C:18]=4[NH:17][C:16]4[N:24]=[CH:25][CH:26]=[CH:27][C:15]=4[N:14]3[C:28]=2[C:29]2[CH:34]=[CH:33][C:32]([C:35]3([NH:39]C(=O)OC(C)(C)C)[CH2:38][CH2:37][CH2:36]3)=[CH:31][CH:30]=2)=[CH:7][CH:6]=1)(=[O:3])[CH3:2].[ClH:48].O1CCOCC1>CO>[ClH:48].[ClH:48].[ClH:48].[NH2:39][C:35]1([C:32]2[CH:33]=[CH:34][C:29]([C:28]3[N:14]4[C:15]5[CH:27]=[CH:26][CH:25]=[N:24][C:16]=5[NH:17][C:18]5[CH:23]=[CH:22][CH:21]=[CH:20][C:19]=5[C:13]4=[N:12][C:11]=3[C:8]3[CH:7]=[CH:6][C:5]([N:4]([CH3:47])[C:1](=[O:3])[CH3:2])=[CH:10][CH:9]=3)=[CH:30][CH:31]=2)[CH2:38][CH2:37][CH2:36]1 |f:1.2,4.5.6.7|. Procedure details: tert-Butyl {1-[4-(2-{4-[acetyl(methyl)amino]phenyl}-9H-imidazo[1,2-d]pyrido[2,3-b][1,4]benzodiazepin-3-yl)phenyl]cyclobutyl}carbamate (30 mg, 0.048 mmol) in MeOH (0.5 mL) was added 4N HCl-dioxane (2 mL) and stirred at room temperature for 20.5 hours. The mixture was concentrated to afford the desired product (28 mg, 93%) as a yellow solid. 1HNMR (DMSO-d6) 400 MHz δ: 8.68 (br s, 2H), 8.62 (s, 1H), 8.10 (dd, J=4.9 Hz and 1.4 Hz, 1H), 7.96 (dd, J=7.7 Hz and 1.4 Hz, 1H), 7.56 (d, J=8.6 Hz, 3H), 7.37... Starting materials: [H][H] (hydrogen), FC1=CC(=C(C(=O)NCCN2CCC(CC2)N2C(NC3=C2C=CC=C3)=O)C=C1)[N+](=O)[O-] (4-fluoro-N-{2-[4-(2,3-dihydro-2-oxo- 1H-benzimidazol-1-yl)-1-piperidinyl] ethyl}-2-nitrobenzamide). The reagents and catalysts are [Ni] (Raney-nickel). Run in CO (methanol). The product is NC1=C(C(=O)NCCN2CCC(CC2)N2C(NC3=C2C=CC=C3)=O)C=CC(=C1)F (2-amino-N-{2-[4-(2,3-dihydro-2-oxo- 1H-benzimidazol-1-yl)-1-piperidinyl] ethyl}-4-fluorobenzamide). Reaction SMILES: [F:1][C:2]1[CH:28]=[CH:27][C:5]([C:6]([NH:8][CH2:9][CH2:10][N:11]2[CH2:16][CH2:15][CH:14]([N:17]3[C:21]4[CH:22]=[CH:23][CH:24]=[CH:25][C:20]=4[NH:19][C:18]3=[O:26])[CH2:13][CH2:12]2)=[O:7])=[C:4]([N+:29]([O-])=O)[CH:3]=1.[H][H]>[Ni].CO>[NH2:29][C:4]1[CH:3]=[C:2]([F:1])[CH:28]=[CH:27][C:5]=1[C:6]([NH:8][CH2:9][CH2:10][N:11]1[CH2:12][CH2:13][CH:14]([N:17]2[C:21]3[CH:22]=[CH:23][CH:24]=[CH:25][C:20]=3[NH:19][C:18]2=[O:26])[CH2:15][CH2:16]1)=[O:7]. Procedure details: A mixture of 8.7 parts of 4-fluoro-N-{2-[4-(2,3-dihydro-2-oxo- 1H-benzimidazol-1-yl)-1-piperidinyl] ethyl}-2-nitrobenzamide and 120 parts of methanol is hydrogenated at normal pressure and at room temperature with 2 parts of Raney-nickel catalyst. After the calculated amount of hydrogen is taken up, the catalyst is filtered off and the filtrate is evaporated. The residue is crystallized from a mixture of methanol and 2-propanol. The product is filtered off and dried, yielding 4.5 parts of 2-amin... Reactants: C(C1=CC=CC=C1)OC=1C=C(C=CC1)C(C=O)(C)C (2-(3-benzyloxyphenyl)-2-methylpropionaldehyde), [Br-].C(CCCCC)[P+](C1=CC=CC=C1)(C1=CC=CC=C1)C1=CC=CC=C1 (hexyltriphenylphosphonium bromide). Yields the product C(C1=CC=CC=C1)OC1=CC(=CC=C1)C(C=CCCCCC)(C)C (1-benzyloxy-3-(1,1-dimethyloct-2-enyl)benzene). Isolated yield 67.5%. RXN SMILES: [CH2:1]([O:8][C:9]1[CH:10]=[C:11]([C:15]([CH3:19])([CH3:18])[CH:16]=O)[CH:12]=[CH:13][CH:14]=1)[C:2]1[CH:7]=[CH:6][CH:5]=[CH:4][CH:3]=1.[Br-].[CH2:21]([P+](C1C=CC=CC=1)(C1C=CC=CC=1)C1C=CC=CC=1)[CH2:22][CH2:23][CH2:24][CH2:25][CH3:26]>>[CH2:1]([O:8][C:9]1[CH:14]=[CH:13][CH:12]=[C:11]([C:15]([CH3:19])([CH3:18])[CH:16]=[CH:21][CH2:22][CH2:23][CH2:24][CH2:25][CH3:26])[CH:10]=1)[C:2]1[CH:7]=[CH:6][CH:5]=[CH:4][CH:3]=1 |f:1.2|. Procedure: Similarly, 1-benzyloxy-3-(1,1-dimethyloct-2-enyl)benzene (13.5 g., 70%) is prepared from 15.75 g. (0.062 mol.) of 2-(3-benzyloxyphenyl)-2-methylpropionaldehyde and 37.5 g. (0.0899 mol.) of hexyltriphenylphosphonium bromide. The product is an oil.